This data is from the Open Reaction Database (ORD), a public repository of structured organic reaction records. The task is: describe an organic reaction: reactants, conditions, products, and yield Reactants: [Al+3], CCOCC, COc1ccc(C#N)cc1C1CC1, [H-], [H-], [H-], [H-], [Li+], C1CCOC1. The product is COc1ccc(CN)cc1C1CC1. Reaction SMILES: [Al+3:2].[CH3:7][CH2:8][O:9][CH2:10][CH3:11].[CH:12]1([c:15]2[cH:16][c:17]([C:18]#[N:19])[cH:20][cH:21][c:22]2[O:23][CH3:24])[CH2:13][CH2:14]1.[H-:1].[H-:4].[H-:5].[H-:6].[Li+:3].[O:25]1[CH2:26][CH2:27][CH2:28][CH2:29]1>>[CH:12]1([c:15]2[cH:16][c:17]([CH2:18][NH2:19])[cH:20][cH:21][c:22]2[O:23][CH3:24])[CH2:13][CH2:14]1. The reactants are CCCCC(O)CCCC, Cc1ccc(I)c(C(=O)O)c1, C[N+](=O)[O-]. Product: CCCCC(=O)CCCC. Reaction SMILES: [CH3:12][CH2:13][CH2:14][CH2:15][CH:16]([CH2:17][CH2:18][CH2:19][CH3:20])[OH:21].[I:1][c:2]1[cH:3][cH:4][c:5]([CH3:6])[cH:7][c:8]1[C:9]([OH:10])=[O:11].[N+:22]([CH3:23])([O-:24])=[O:25]>>[CH3:12][CH2:13][CH2:14][CH2:15][C:16]([CH2:17][CH2:18][CH2:19][CH3:20])=[O:21]. The reactants are [Br-], [Br-], [Br-], CCCC[N+](CCCC)(CCCC)CCCC, CCCC[N+](CCCC)(CCCC)CCCC, CCCC[N+](CCCC)(CCCC)CCCC, Cc1cc(N)c(C)c(Cl)c1, ClC(Cl)Cl. Yields the product Cc1cc(N)c(C)c(Cl)c1Br. Reaction SMILES: [Br-:11].[Br-:12].[Br-:13].[CH2:14]([N+:15]([CH2:16][CH2:17][CH2:18][CH3:19])([CH2:20][CH2:21][CH2:22][CH3:23])[CH2:24][CH2:25][CH2:26][CH3:27])[CH2:28][CH2:29][CH3:30].[CH2:31]([N+:32]([CH2:33][CH2:34][CH2:35][CH3:36])([CH2:37][CH2:38][CH2:39][CH3:40])[CH2:41][CH2:42][CH2:43][CH3:44])[CH2:45][CH2:46][CH3:47].[CH2:48]([N+:49]([CH2:50][CH2:51][CH2:52][CH3:53])([CH2:54][CH2:55][CH2:56][CH3:57])[CH2:58][CH2:59][CH2:60][CH3:61])[CH2:62][CH2:63][CH3:64].[Cl:1][c:2]1[c:3]([CH3:10])[c:4]([NH2:5])[cH:6][c:7]([CH3:9])[cH:8]1.[Cl:65][CH:66]([Cl:67])[Cl:68]>>[Cl:1][c:2]1[c:3]([CH3:10])[c:4]([NH2:5])[cH:6][c:7]([CH3:9])[c:8]1[Br:11].